Dataset: the Open Reaction Database (ORD), a public repository of structured organic reaction records. Task: describe an organic reaction: reactants, conditions, products, and yield The reactants are ClC1=NC=C(C=C1)CN1C(SCC1)=N (3-(2-Chloro-5-pyridinylmethyl)-2-iminothiazolidine), C(=O)OCC (ethyl formate), C(=O)OCC (ethyl formate). Yields the product ClC1=NC=C(C=C1)CN1C(SCC1)=NC=O (3-(2-Chloro-5-pyridinylmethyl)-2-(formylimino)-thiazolidine). RXN SMILES: [Cl:1][C:2]1[CH:7]=[CH:6][C:5]([CH2:8][N:9]2[CH2:13][CH2:12][S:11][C:10]2=[NH:14])=[CH:4][N:3]=1.[CH:15](OCC)=[O:16]>>[Cl:1][C:2]1[CH:7]=[CH:6][C:5]([CH2:8][N:9]2[CH2:13][CH2:12][S:11][C:10]2=[N:14][CH:15]=[O:16])=[CH:4][N:3]=1. Procedure details: A mixture of 3-(2-Chloro-5-pyridinylmethyl)-2-iminothiazolidine (227 mg, 1.1 mmol) and 10 ml of ethyl formate was heated at the boiling point of ethyl formate for 5 hours with stirring. After distilling the excessive ethyl formate off followed by purification by a silica gel column chromatography, the resultant intended solid was washed with diethyl ether. Yield: 32 mg (13%). Melting point: 99-100° C. The reactants are [N+](#[C-])C(C)(C)C (2-isocyano-2-methylpropane), FC(C1=CC(=NC=C1)N)(F)F (4-(trifluoromethyl)pyridin-2-amine), ClC=1C=C(C=O)C=CC1 (3-chlorobenzaldehyde), O.C1(=CC=C(C=C1)S(=O)(=O)O)C (p-toluenesulfonic acid monohydrate). The solvent is CO (MeOH), O (water). Product: C(C)(C)(C)NC1=C(N=C2N1C=CC(=C2)C(F)(F)F)C2=CC(=CC=C2)Cl (tert-Butyl-[2-(3-chloro-phenyl)-7-trifluoromethyl-imidazo[1,2-a]pyridin-3-yl]-amine). Isolated yield 52.6%. RXN SMILES: [F:1][C:2]([F:11])([F:10])[C:3]1[CH:8]=[CH:7][N:6]=[C:5]([NH2:9])[CH:4]=1.[Cl:12][C:13]1[CH:14]=[C:15]([CH:18]=[CH:19][CH:20]=1)[CH:16]=O.O.C1(C)C=CC(S(O)(=O)=O)=CC=1.[N+:33]([C:35]([CH3:38])([CH3:37])[CH3:36])#[C-:34]>CO.O>[C:35]([NH:33][C:34]1[N:6]2[CH:7]=[CH:8][C:3]([C:2]([F:1])([F:10])[F:11])=[CH:4][C:5]2=[N:9][C:16]=1[C:15]1[CH:18]=[CH:19][CH:20]=[C:13]([Cl:12])[CH:14]=1)([CH3:38])([CH3:37])[CH3:36] |f:2.3|. Procedure details: 4-(trifluoromethyl)pyridin-2-amine (200 mg, 1.23 mmol, Eq: 1.00), 3-chlorobenzaldehyde (182 mg, 147 μl, 1.3 mmol, Eq: 1.05) and p-toluenesulfonic acid monohydrate (70.4 mg, 370 Eq: 0.3) were dissolved in MeOH (2.00 mL). The resulting colorless solution was stirred at rt. To this solution was added dropwise 2-isocyano-2-methylpropane (103 mg, 140 μL, 1.23 mmol, Eq: 1.00) and the corresponding yellow solution was stirred for 2 h. To the yellow clear solution was added dropwise water until the mixt... Reactants: Cl.Cl.C(C1=CN=CC=C1)(=O)OCCN (2-aminoethyl nicotinate dihydrochloride), ClC1=C(C=C(C(=C1)Cl)Cl)C(CN(C([O-])=O)N=O)F (2,4,5-trichlorophenyl-N-(2-fluoroethyl)-N-nitrosocarbamate), C(Cl)(Cl)Cl.C(C)(=O)OCC (chloroform ethyl acetate). Run in N1=CC=CC=C1 (pyridine). The product is FCCN(C(=O)NCCOC(=O)C=1C=NC=CC1)N=O (N-(2-Fluoroethyl)-N'-[2-(3-pyridinecarbonyloxy)ethyl]-N-nitrosourea). Reaction SMILES: Cl.Cl.[C:3]([O:11][CH2:12][CH2:13][NH2:14])(=[O:10])[C:4]1[CH:9]=[CH:8][CH:7]=[N:6][CH:5]=1.ClC1C=C(Cl)C(Cl)=CC=1[CH:24]([F:32])[CH2:25][N:26]([N:30]=[O:31])[C:27](=O)[O-:28].C(Cl)(Cl)Cl.C(OCC)(=O)C>N1C=CC=CC=1>[F:32][CH2:24][CH2:25][N:26]([N:30]=[O:31])[C:27]([NH:14][CH2:13][CH2:12][O:11][C:3]([C:4]1[CH:5]=[N:6][CH:7]=[CH:8][CH:9]=1)=[O:10])=[O:28] |f:0.1.2,4.5|. Procedure details: A solution of 2-aminoethyl nicotinate dihydrochloride (1.5 g, 6.3 mmol) and 2,4,5-trichlorophenyl-N-(2-fluoroethyl)-N-nitrosocarbamate (2.18 g, 6.9 mmol) in 50 mL of pyridine was stirred under nitrogen at room temperature for 24 hours. The reaction was monitored by thin layer chromatography (silica, 1:1 chloroform/ethyl acetate, Rf 0.25). The solvent was removed in vacuo and the residue was chromatographed on a silica gel column by eluting, first with benzene to remove unreacted nitrosocarbamate...